This data is from the Open Reaction Database (ORD), a public repository of structured organic reaction records. The task is: describe an organic reaction: reactants, conditions, products, and yield Reactants: C(C)(C)[N-]C(C)C.[Li+] (lithium di-isopropylamide), C(C)(C)NC(C)C (di-isopropylamine), C(CCC)[Li] (n-butyllithium), CN(C(=O)CSC1=NC2=CC=CC=C2C=C1C1=CC=CC=C1)C (2-(dimethylcarbamoylmethylthio)-3-phenylquinoline), solution, IC (Iodomethane). Run in O (water), O1CCCC1 (tetrahydrofuran), O1CCCC1 (tetrahydrofuran), C(C)(=O)O (acetic acid), CCCCCC (hexane). Conditions: time 15 minute. Yields the product CN(C(=O)C(C)SC1=NC2=CC=CC=C2C=C1C1=CC=CC=C1)C (2-[1-(dimethylcarbamoyl)ethylthio]-3-phenylquinoline). RXN SMILES: [CH:1]([N-]C(C)C)(C)C.[Li+].C(NC(C)C)(C)C.C([Li])CCC.[CH3:21][N:22]([CH3:43])[C:23]([CH2:25][S:26][C:27]1[C:36]([C:37]2[CH:42]=[CH:41][CH:40]=[CH:39][CH:38]=2)=[CH:35][C:34]2[C:29](=[CH:30][CH:31]=[CH:32][CH:33]=2)[N:28]=1)=[O:24].IC>CCCCCC.O1CCCC1.O.C(O)(=O)C>[CH3:21][N:22]([CH3:43])[C:23]([CH:25]([S:26][C:27]1[C:36]([C:37]2[CH:42]=[CH:41][CH:40]=[CH:39][CH:38]=2)=[CH:35][C:34]2[C:29](=[CH:30][CH:31]=[CH:32][CH:33]=2)[N:28]=1)[CH3:1])=[O:24] |f:0.1|. Procedure details: To a solution of lithium di-isopropylamide [prepared from di-isopropylamine (6.2 ml.) and n-butyllithium (24.7 ml. of a 1.7 M solution in hexane) in dry tetrahydrofuran (100 ml.) at -78°. under argon] was added a solution of 2-(dimethylcarbamoylmethylthio)-3-phenylquinoline (6.6 g.) in dry tetrahydrofuran (50 ml.) at -60°. The mixture was then stirred for 15 min. at -60°. Iodomethane (2.7 ml.) was added and the mixture was allowed to warm up to ambient temperature. Glacial acetic acid (2.6 ml.) ... As a reaction SMILES: [CH3:27][OH:28].[CH3:29][CH2:30][O:31][CH2:32][CH3:33].[CH3:4][O-:5].[CH3:7][O:8][C:9]([CH:10]([CH:11]([CH3:12])[OH:13])[NH:14][C:15]([c:16]1[cH:17][c:18]([Br:23])[c:19]([F:22])[cH:20][cH:21]1)=[O:24])=[O:25].[ClH:1].[ClH:26].[NH2:2][OH:3].[Na+:6]>>[NH:2]([OH:3])[C:9](=[O:8])[CH:10]([CH:11]([CH3:12])[OH:13])[NH:14][C:15]([c:16]1[cH:17][c:18]([Br:23])[c:19]([F:22])[cH:20][cH:21]1)=[O:24]. Reactants: CO, CCOCC, C[O-], COC(=O)C(NC(=O)c1ccc(F)c(Br)c1)C(C)O, Cl, Cl, NO, [Na+]. The product is CC(O)C(NC(=O)c1ccc(F)c(Br)c1)C(=O)NO. The reactants are C(C)(C)(C)[Si](OC(CCCC1=CC=CC=C1)C=1C(=NOC1C1=CC=C(C=C1)C1=CC=C(C=C1)C1(CC1)C(=O)O)C)(C)C (1-(4′-{4-[1-(tert-butyl-dimethyl-silanyloxy)-4-phenyl-butyl]-3-methyl-isoxazol-5-yl}-biphenyl-4-yl)-cyclopropanecarboxylic acid), C1(CC1)S(=O)(=O)N (cyclopropanesulfonamide). Product: C(C)(C)(C)[Si](OC(CCCC1=CC=CC=C1)C=1C(=NOC1C1=CC=C(C=C1)C1=CC=C(C=C1)C1(CC1)C(=O)NS(=O)(=O)C1CC1)C)(C)C (Cyclopropanesulfonic acid [1-(4′-{4-[1-(tert-butyl-dimethyl-silanyloxy)-4-phenyl-butyl]-3-methyl-isoxazol-5-yl}-biphenyl-4-yl)-cyclopropanecarbonyl]-amide). As a reaction SMILES: [C:1]([Si:5]([CH3:42])([CH3:41])[O:6][CH:7]([C:17]1[C:18]([CH3:40])=[N:19][O:20][C:21]=1[C:22]1[CH:27]=[CH:26][C:25]([C:28]2[CH:33]=[CH:32][C:31]([C:34]3([C:37](O)=[O:38])[CH2:36][CH2:35]3)=[CH:30][CH:29]=2)=[CH:24][CH:23]=1)[CH2:8][CH2:9][CH2:10][C:11]1[CH:16]=[CH:15][CH:14]=[CH:13][CH:12]=1)([CH3:4])([CH3:3])[CH3:2].[CH:43]1([S:46]([NH2:49])(=[O:48])=[O:47])[CH2:45][CH2:44]1>>[C:1]([Si:5]([CH3:42])([CH3:41])[O:6][CH:7]([C:17]1[C:18]([CH3:40])=[N:19][O:20][C:21]=1[C:22]1[CH:23]=[CH:24][C:25]([C:28]2[CH:33]=[CH:32][C:31]([C:34]3([C:37]([NH:49][S:46]([CH:43]4[CH2:45][CH2:44]4)(=[O:48])=[O:47])=[O:38])[CH2:36][CH2:35]3)=[CH:30][CH:29]=2)=[CH:26][CH:27]=1)[CH2:8][CH2:9][CH2:10][C:11]1[CH:16]=[CH:15][CH:14]=[CH:13][CH:12]=1)([CH3:2])([CH3:4])[CH3:3]. Reported procedure: Prepared according to the procedure described in Example 315 using 1-(4′-{4-[1-(tert-butyl-dimethyl-silanyloxy)-4-phenyl-butyl]-3-methyl-isoxazol-5-yl}-biphenyl-4-yl)-cyclopropanecarboxylic acid and cyclopropanesulfonamide. The reactants are ClC1=C(C(=O)OC(C)C)C=C(C(=C1)Cl)NC(=O)NC1=C(CCC1)C(=O)OCC (isopropyl 2,4-dichloro-5-{3-[2-(ethoxycarbonyl)-1-cyclopenten-1-yl]ureido}-benzoate), [Na] (sodium). The solvent is C(C)(C)O (isopropanol). Yields the product ClC1=C(C(=O)OC(C)C)C=C(C(=C1)Cl)N1C(NC2=C(C1=O)CCC2)=O (isopropyl 2,4-dichloro-5-(1,2,4,5,6,7-hexahydro-2,4-dioxo-3H-cyclopenta[d]pyrimidin-3-yl]-benzoate). As a reaction SMILES: [Cl:1][C:2]1[CH:13]=[C:12]([Cl:14])[C:11]([NH:15][C:16]([NH:18][C:19]2[CH2:23][CH2:22][CH2:21][C:20]=2[C:24](OCC)=[O:25])=[O:17])=[CH:10][C:3]=1[C:4]([O:6][CH:7]([CH3:9])[CH3:8])=[O:5].[Na]>C(O)(C)C>[Cl:1][C:2]1[CH:13]=[C:12]([Cl:14])[C:11]([N:15]2[C:24](=[O:25])[C:20]3[CH2:21][CH2:22][CH2:23][C:19]=3[NH:18][C:16]2=[O:17])=[CH:10][C:3]=1[C:4]([O:6][CH:7]([CH3:8])[CH3:9])=[O:5] |^1:28|. Procedure: using isopropyl 2,4-dichloro-5-{3-[2-(ethoxycarbonyl)-1-cyclopenten-1-yl]ureido}-benzoate with sodium isopropylate in isopropanol there is obtained isopropyl 2,4-dichloro-5-(1,2,4,5,6,7-hexahydro-2,4-dioxo-3H-cyclopenta[d]pyrimidin-3-yl]-benzoate, m.p. 186°-189° C.,